Dataset: the Open Reaction Database (ORD), a public repository of structured organic reaction records. Task: describe an organic reaction: reactants, conditions, products, and yield Starting materials: C(C1=CC=CC=C1)(=O)OC1CC(N(C(C1)(C)C)O)(C)C (4-benzoyloxy-1-oxyl-2,2,6,6-tetramethylpiperidine), C(C)(C)(C)OOC(C)(C)C (di-tert-butyl peroxide). Run in ClC1=CC=CC=C1 (chlorobenzene). The product is C(C1=CC=CC=C1)(=O)OC1CC(N(C(C1)(C)C)OC)(C)C (4-Benzoyloxy-1-methoxy-2,2,6,6-tetramethylpiperidine). Yield: 51.5%. As a reaction SMILES: [C:1]([O:9][CH:10]1[CH2:15][C:14]([CH3:17])([CH3:16])[N:13]([OH:18])[C:12]([CH3:20])([CH3:19])[CH2:11]1)(=[O:8])[C:2]1[CH:7]=[CH:6][CH:5]=[CH:4][CH:3]=1.[C:21](OOC(C)(C)C)(C)(C)C>ClC1C=CC=CC=1>[C:1]([O:9][CH:10]1[CH2:11][C:12]([CH3:20])([CH3:19])[N:13]([O:18][CH3:21])[C:14]([CH3:16])([CH3:17])[CH2:15]1)(=[O:8])[C:2]1[CH:3]=[CH:4][CH:5]=[CH:6][CH:7]=1. Reported procedure: A solution of 20.0 grams (72 mmol) of 4-benzoyloxy-1-oxyl-2,2,6,6-tetramethylpiperidine, 10.5 grams (72 mmol) of di-tert-butyl peroxide, and 30 ml of chlorobenzene is heated for six hours in a Fischer-Porter pressure bottle (nitrogen atmosphere, bath temperature 145-150° C.). The crude reaction product is purified by flash chromatography (silica gel; 50:1 heptane:ethyl acetate) and then recrystallized from methanol to afford 10.8 grams (51% yield) of the title compound as a white solid melting a... Starting materials: CC(=O)O[BH-](OC(C)=O)OC(C)=O, COc1cc(N2CCNCC2)c(C2CC(C)(C)CC(C)(C)C2)cc1N1CCCCC1, CCOC(C)=O, CCC=O, [Na+], [Na+], C1CCOC1, O=C([O-])O. Product: CCCN1CCN(c2cc(OC)c(N3CCCCC3)cc2C2CC(C)(C)CC(C)(C)C2)CC1. Reaction SMILES: [C:35]([O:36][BH-:37]([O:38][C:39](=[O:40])[CH3:41])[O:42][C:43](=[O:44])[CH3:45])(=[O:46])[CH3:47].[CH3:1][O:2][c:3]1[c:4]([N:25]2[CH2:26][CH2:27][CH2:28][CH2:29][CH2:30]2)[cH:5][c:6]([CH:15]2[CH2:16][C:17]([CH3:23])([CH3:24])[CH2:18][C:19]([CH3:21])([CH3:22])[CH2:20]2)[c:7]([N:9]2[CH2:10][CH2:11][NH:12][CH2:13][CH2:14]2)[cH:8]1.[CH3:54][CH2:55][O:56][C:57](=[O:58])[CH3:59].[CH:31]([CH2:32][CH3:33])=[O:34].[Na+:48].[Na+:49].[O:60]1[CH2:61][CH2:62][CH2:63][CH2:64]1.[OH:50][C:51](=[O:52])[O-:53]>>[CH3:1][O:2][c:3]1[c:4]([N:25]2[CH2:26][CH2:27][CH2:28][CH2:29][CH2:30]2)[cH:5][c:6]([CH:15]2[CH2:16][C:17]([CH3:23])([CH3:24])[CH2:18][C:19]([CH3:21])([CH3:22])[CH2:20]2)[c:7]([N:9]2[CH2:10][CH2:11][N:12]([CH2:31][CH2:32][CH3:33])[CH2:13][CH2:14]2)[cH:8]1. The reactants are O=C1CCC(=O)N1Br, ClCCl, O=C(O)C(CC1CCCC1)c1ccc(-c2cccnc2)cc1, Nc1nccs1, c1ccc(P(c2ccccc2)c2ccccc2)cc1. Product: O=C(Nc1nccs1)C(CC1CCCC1)c1ccc(-c2cccnc2)cc1. RXN SMILES: [Br:20][N:21]1[C:22](=[O:23])[CH2:24][CH2:25][C:26]1=[O:27].[CH2:56]([Cl:57])[Cl:58].[CH:28]1([CH2:33][CH:34]([C:35](=[O:36])[OH:37])[c:38]2[cH:39][cH:40][c:41](-[c:44]3[cH:45][n:46][cH:47][cH:48][cH:49]3)[cH:42][cH:43]2)[CH2:29][CH2:30][CH2:31][CH2:32]1.[NH2:50][c:51]1[s:52][cH:53][cH:54][n:55]1.[c:1]1([P:2]([c:3]2[cH:4][cH:5][cH:6][cH:7][cH:8]2)[c:9]2[cH:10][cH:11][cH:12][cH:13][cH:14]2)[cH:15][cH:16][cH:17][cH:18][cH:19]1>>[CH:28]1([CH2:33][CH:34]([C:35](=[O:37])[NH:50][c:51]2[s:52][cH:53][cH:54][n:55]2)[c:38]2[cH:39][cH:40][c:41](-[c:44]3[cH:45][n:46][cH:47][cH:48][cH:49]3)[cH:42][cH:43]2)[CH2:29][CH2:30][CH2:31][CH2:32]1. Starting materials: ClC\C=C/C\C=C/CCCCC ((Z,Z)-1-chloro-2,5-undecadiene), C(C#C)O (Propargyl alcohol), C(C)[Mg]Br (ethylmagnesium bromide), C(C)[Mg]Br (ethylmagnesium bromide), [Mg] (magnesium), C(C)Br (ethyl bromide), Cuprous chloride. The solvent is C1CCOC1 (THF), C1CCOC1 (THF), C1CCOC1 (THF). Reaction conditions: temperature 23 celsius. The product is C(C#CC\C=C/C\C=C/CCCCC)O ((Z,Z)-5,8-Tetradecadien-2-yn-1-ol). Yield: 98.5%. Reaction SMILES: C([Mg]Br)C.[Mg].C(Br)C.[CH2:9]([OH:12])[C:10]#[CH:11].Cl[CH2:14]/[CH:15]=[CH:16]\[CH2:17]/[CH:18]=[CH:19]\[CH2:20][CH2:21][CH2:22][CH2:23][CH3:24]>C1COCC1>[CH2:9]([OH:12])[C:10]#[C:11][CH2:14]/[CH:15]=[CH:16]\[CH2:17]/[CH:18]=[CH:19]\[CH2:20][CH2:21][CH2:22][CH2:23][CH3:24]. Reported procedure: A solution off ethylmagnesium bromide in THF (10 ml) was prepared from magnesium (1.4 g, 57.7 mmol) and ethyl bromide (7.7 g, 71 mmol). Propargyl alcohol (1.53 g, 27.4 mmol) in dry THF (6 ml) was then added dropwise to the above ethylmagnesium bromide solution at 5° C. with vigorous stirring. The resulting viscous mixture was stirred at 23° C. under argon for twenty minutes. Cuprous chloride (0.14 g) was added and the reaction mixture was further stirred for twenty minutes. A solution of (Z,Z)-1... Reactants: Cc1ccccc1, CCC(C)N(Cc1ccc(Cl)cc1)C(=S)Cl, Nc1ccccc1. Reaction SMILES: [CH3:24][c:25]1[cH:26][cH:27][cH:28][cH:29][cH:30]1.[Cl:8][c:9]1[cH:10][cH:11][c:12]([CH2:13][N:14]([C:15](=[S:16])[Cl:17])[CH:18]([CH3:19])[CH2:20][CH3:21])[cH:22][cH:23]1.[NH2:1][c:2]1[cH:3][cH:4][cH:5][cH:6][cH:7]1>>[NH:1]([c:2]1[cH:3][cH:4][cH:5][cH:6][cH:7]1)[C:15]([N:14]([CH2:13][c:12]1[cH:11][cH:10][c:9]([Cl:8])[cH:23][cH:22]1)[CH:18]([CH3:19])[CH2:20][CH3:21])=[S:16]. The product is CCC(C)N(Cc1ccc(Cl)cc1)C(=S)Nc1ccccc1. RXN SMILES: [C:1]([C:4]1[CH:9]=[CH:8][C:7]([N:10]2[CH2:15][CH2:14][N:13]([CH2:16][C:17]([N:19]3[CH2:24][CH2:23][N:22]([CH:25]4[CH2:29][CH2:28][CH2:27]C4)[CH2:21][CH2:20]3)=[O:18])[CH2:12][CH2:11]2)=[CH:6][CH:5]=1)(=[O:3])[CH3:2].ClCC(N1CCN(C2CCC2)CC1)=[O:33]>>[C:1]([C:4]1[CH:5]=[CH:6][C:7]([N:10]2[CH2:15][CH2:14][N:13]([CH2:16][C:17]([N:19]3[CH2:20][CH2:21][N:22]([CH:25]4[CH2:27][CH2:28][CH2:29]4)[CH2:23][CH2:24]3)=[O:18])[CH2:12][C:11]2=[O:33])=[CH:8][CH:9]=1)(=[O:3])[CH3:2]. Procedure: The intermediate obtained from step 2 is reacted with 1-(chloroacetyl)-4-cyclobutylpiperazine as in Example 1D, step 3 to give the title compound. LC-MS (M+1): 399.21. The reactants are C(C)(=O)C1=CC=C(C=C1)N1CCN(CC1)CC(=O)N1CCN(CC1)C1CCCC1 (2-[4-(4-acetyl-phenyl)-piperazin-1-yl]-1-(4-cyclopentyl-piperazin-1-yl)-ethanone), ClCC(=O)N1CCN(CC1)C1CCC1 (1-(chloroacetyl)-4-cyclobutylpiperazine). Product: C(C)(=O)C1=CC=C(C=C1)N1C(CN(CC1)CC(=O)N1CCN(CC1)C1CCC1)=O (1-(4-acetylphenyl)-4-[2-(4-cyclobutylpiperazin-1-yl)-2-oxoethyl]piperazin-2-one). Reactants: CC(C)(C)[O-], CI, CN(C)C=O, Fc1ccccc1C1=NCc2c[nH]cc2-c2ccc(Cl)cc21, [K+], O. The product is Cn1cc2c(c1)-c1ccc(Cl)cc1C(c1ccccc1F)=NC2. As a reaction SMILES: [CH3:23][C:24]([CH3:25])([O-:26])[CH3:27].[CH3:29][I:30].[CH3:32][N:33]([CH3:34])[CH:35]=[O:36].[Cl:1][c:2]1[cH:3][c:4]2[c:5]([cH:21][cH:22]1)-[c:6]1[c:7]([cH:18][nH:19][cH:20]1)[CH2:8][N:9]=[C:10]2[c:11]1[c:12]([F:17])[cH:13][cH:14][cH:15][cH:16]1.[K+:28].[OH2:31]>>[Cl:1][c:2]1[cH:3][c:4]2[c:5]([cH:21][cH:22]1)-[c:6]1[c:7]([cH:18][n:19]([CH3:23])[cH:20]1)[CH2:8][N:9]=[C:10]2[c:11]1[c:12]([F:17])[cH:13][cH:14][cH:15][cH:16]1. Reactants: NC=1SC=C(C1C#N)C1=CC=C(C=C1)OCC1=CC=CC=C1 (2-amino-4-(4-(benzyloxy)phenyl)thiophene-3-carbonitrile), B(Br)(Br)Br (BBr3). Run at time 2 hour. As a reaction SMILES: [NH2:1][C:2]1[S:3][CH:4]=[C:5]([C:9]2[CH:14]=[CH:13][C:12]([O:15]CC3C=CC=CC=3)=[CH:11][CH:10]=2)[C:6]=1[C:7]#[N:8].B(Br)(Br)Br>C(Cl)Cl>[NH2:1][C:2]1[S:3][CH:4]=[C:5]([C:9]2[CH:14]=[CH:13][C:12]([OH:15])=[CH:11][CH:10]=2)[C:6]=1[C:7]#[N:8]. Procedure: To compound 47B (1.1 g, 3.59 mmol) in DCM (80 mL) was added 1.0 M BBr3 (36 mL, 36 mmol) in DCM at rt. A precipitate formed upon addition and gradually disappeared after stirring at rt for 2 hours. The solvent was removed, and the residue was partitioned between water and EtOAc. The organic layer was isolated. The aqueous layer was extracted with EtOAc. The combined organic layers were washed with brine, dried over MgSO4, filtered, and concentrated under reduced pressure. The crude material was p... Product: NC=1SC=C(C1C#N)C1=CC=C(C=C1)O (2-amino-4-(4-hydroxyphenyl)thiophene-3-carbonitrile). Run in C(Cl)Cl (DCM), C(Cl)Cl (DCM). Yield: 83.7%.